This data is from the Open Reaction Database (ORD), a public repository of structured organic reaction records. The task is: describe an organic reaction: reactants, conditions, products, and yield The reactants are OC1=CC=C(C=C1)C1=NC(=CC=C1C1=CC=C(C=C1)OC)C (2-(4-hydroxyphenyl)-3-(4-methoxyphenyl)-6-methylpyridine), Cl.ClCCN1CCCC1 (N-(2-chloroethyl)pyrrolidine hydrochloride), C(=O)([O-])[O-].[K+].[K+] (K2CO3). Solvent: C(C)C(=O)C (methyl ethyl ketone). The product is N1(CCCC1)CCOC1=CC=C(C=C1)C1=NC(=CC=C1C1=CC=C(C=C1)OC)C (2-[4-[2-(1-Pyrrolidinyl)ethoxy]phenyl]-3-(4-methoxyphenyl)-6-methylpyridine). Yield: 68.0%. As a reaction SMILES: [OH:1][C:2]1[CH:7]=[CH:6][C:5]([C:8]2[C:13]([C:14]3[CH:19]=[CH:18][C:17]([O:20][CH3:21])=[CH:16][CH:15]=3)=[CH:12][CH:11]=[C:10]([CH3:22])[N:9]=2)=[CH:4][CH:3]=1.Cl.Cl[CH2:25][CH2:26][N:27]1[CH2:31][CH2:30][CH2:29][CH2:28]1.C([O-])([O-])=O.[K+].[K+]>C(C(C)=O)C>[N:27]1([CH2:26][CH2:25][O:1][C:2]2[CH:3]=[CH:4][C:5]([C:8]3[C:13]([C:14]4[CH:19]=[CH:18][C:17]([O:20][CH3:21])=[CH:16][CH:15]=4)=[CH:12][CH:11]=[C:10]([CH3:22])[N:9]=3)=[CH:6][CH:7]=2)[CH2:31][CH2:30][CH2:29][CH2:28]1 |f:1.2,3.4.5|. Reported procedure: The 2-(4-hydroxyphenyl)-3-(4-methoxyphenyl)-6-methylpyridine (4 g, 14 mmol), N-(2-chloroethyl)pyrrolidine hydrochloride (2.3 g, 14 mmol), and powdered K2CO3 (9.5 g, 68 mmol) were stirred in 250 mL methyl ethyl ketone and refluxed 18 h. The reaction mixture was worked up and purified by prep. chromatography (EtOH/ CH2Cl2 gradient), triturated with Et20, filtered, and dried in vacuo to give 3.7 g (71% yield) of white product: mp 63°-64° C.; 1H NMR (CDCl3) d 1.79-1.83 (comp, 4H, pyrrolidine), 2.60-... The reactants are residue, CN1C=2N(C3=C1C=CC=C3)C=C(N2)C(=O)OCC (ethyl 9-methyl-9H-imidazo[1,2-a]benzimidazole-2-carboxylate), [Li+].[BH4-] (LiBH4). The reagents and catalysts are O=[Mn]=O (MnO2). Run in C(Cl)Cl (CH2Cl2), C1CCOC1 (THF). Run at time 1 hour. Yields the product CN1C=2N(C3=C1C=CC=C3)C=C(N2)C=O (9-methyl-9H-imidazo[1,2-a]benzimidazole-2-carbaldehyde). Reaction SMILES: [Li+].[BH4-].[CH3:3][N:4]1[C:8]2[CH:9]=[CH:10][CH:11]=[CH:12][C:7]=2[N:6]2[CH:13]=[C:14]([C:16](OCC)=[O:17])[N:15]=[C:5]12>C1COCC1.C(Cl)Cl.O=[Mn]=O>[CH3:3][N:4]1[C:8]2[CH:9]=[CH:10][CH:11]=[CH:12][C:7]=2[N:6]2[CH:13]=[C:14]([CH:16]=[O:17])[N:15]=[C:5]12 |f:0.1|. Procedure: To stirred solution of LiBH4 (1.79 g, 82 mmol) in THF at 0° C., ethyl 9-methyl-9H-imidazo[1,2-a]benzimidazole-2-carboxylate (2.5 g, 10.3 mmol) was added drop wise. The reaction mixture was refluxed for 2 hrs and cooled to room temperature. Ti was carefully quenched with ice cold water and acidified with Con. HCl to pH 4. The reaction mixture was stirred at room temperature for 1 hr and basified with K2CO3. The residue was extracted with chloroform:methanol (3:1) and dried over anhydrous MgSO4. I... Reaction SMILES: [C:23](=[O:24])([O-:25])[O-:26].[CH3:16][I:17].[CH3:18][N:19]([CH3:20])[CH:21]=[O:22].[CH3:1][c:2]1[n:3][n:4]2[c:5]([nH:6][c:7](=[O:14])[c:8]3[c:9]2[cH:10][cH:11][n:12][cH:13]3)[cH:15]1.[K+:27].[K+:28].[OH2:29]>>[CH3:1][c:2]1[n:3][n:4]2[c:5]([n:6]([CH3:18])[c:7](=[O:14])[c:8]3[c:9]2[cH:10][cH:11][n:12][cH:13]3)[cH:15]1. The product is Cc1cc2n(C)c(=O)c3cnccc3n2n1. Reactants: O=C([O-])[O-], CI, CN(C)C=O, Cc1cc2[nH]c(=O)c3cnccc3n2n1, [K+], [K+], O. Starting materials: BrC=1C=C2C(=NC1)N(C=C2[C@H](C)C2=C(C(=CC=C2O)F)Cl)C(=O)OC(C)(C)C (tert-butyl 5-bromo-3-[(1S)-1-(2-chloro-3-fluoro-6-hydroxyphenyl)ethyl]-1H-pyrrolo[2,3-b]pyridine-1-carboxylate), C(=O)([O-])[O-].[K+].[K+] (K2CO3), CN(C)C=O (DMF), C(C)(C)I (isopropyl iodide), O (H2O), CC1=C(C=NN1[C@@H]1CC[C@H](CC1)O)B1OC(C(O1)(C)C)(C)C (trans-4-[5-methyl-4-(4,4,5,5-tetramethyl-1,3,2-dioxaborolan-2-yl)-1H-pyrazol-1-yl]cyclohexanol), C(=O)([O-])[O-].[K+].[K+] (K2CO3), Cl (HCl), O (H2O). The reagents and catalysts are C=1C=CC(=CC1)[P](C=2C=CC=CC2)(C=3C=CC=CC3)[Pd]([P](C=4C=CC=CC4)(C=5C=CC=CC5)C=6C=CC=CC6)([P](C=7C=CC=CC7)(C=8C=CC=CC8)C=9C=CC=CC9)[P](C=1C=CC=CC1)(C=1C=CC=CC1)C=1C=CC=CC1 (Pd(PPh3)4). Run in CCOC(=O)C (EtOAc), O1CCOCC1 (dioxane). Conditions: temperature 40 celsius. Yields the product ClC1=C(C(=CC=C1F)OC(C)C)[C@@H](C)C1=CNC2=NC=C(C=C21)C=2C=NN(C2C)[C@@H]2CC[C@H](CC2)O (trans-4-[4-(3-{(1S)-1-[2-Chloro-3-fluoro-6-(propan-2-yloxy)phenyl]ethyl}-1H-pyrrolo[2,3-b]pyridin-5-yl)-5-methyl-1H-pyrazol-1-yl]cyclohexanol). Reaction SMILES: Br[C:2]1[CH:3]=[C:4]2[C:10]([C@@H:11]([C:13]3[C:18]([OH:19])=[CH:17][CH:16]=[C:15]([F:20])[C:14]=3[Cl:21])[CH3:12])=[CH:9][N:8](C(OC(C)(C)C)=O)[C:5]2=[N:6][CH:7]=1.C([O-])([O-])=O.[K+].[K+].CN(C=O)C.[CH:40](I)([CH3:42])[CH3:41].[CH3:44][C:45]1[N:49]([C@H:50]2[CH2:55][CH2:54][C@H:53]([OH:56])[CH2:52][CH2:51]2)[N:48]=[CH:47][C:46]=1B1OC(C)(C)C(C)(C)O1.O.Cl>CCOC(C)=O.C1C=CC([P]([Pd]([P](C2C=CC=CC=2)(C2C=CC=CC=2)C2C=CC=CC=2)([P](C2C=CC=CC=2)(C2C=CC=CC=2)C2C=CC=CC=2)[P](C2C=CC=CC=2)(C2C=CC=CC=2)C2C=CC=CC=2)(C2C=CC=CC=2)C2C=CC=CC=2)=CC=1.O1CCOCC1>[Cl:21][C:14]1[C:15]([F:20])=[CH:16][CH:17]=[C:18]([O:19][CH:40]([CH3:42])[CH3:41])[C:13]=1[C@H:11]([C:10]1[C:4]2[C:5](=[N:6][CH:7]=[C:2]([C:46]3[CH:47]=[N:48][N:49]([C@H:50]4[CH2:55][CH2:54][C@H:53]([OH:56])[CH2:52][CH2:51]4)[C:45]=3[CH3:44])[CH:3]=2)[NH:8][CH:9]=1)[CH3:12] |f:1.2.3,^1:77,79,98,117|. Procedure: To a solution of tert-butyl 5-bromo-3-[(1S)-1-(2-chloro-3-fluoro-6-hydroxyphenyl)ethyl]-1H-pyrrolo[2,3-b]pyridine-1-carboxylate (13.0 mg, 0.0277 mmol) and K2CO3 (12.7 mg, 0.0919 mmol) in DMF (0.8 mL, 10 mmol) was added isopropyl iodide (16.06 mg, 0.09451 mmol), and the mixture was heated to 40° C. for 2 h. The reaction mixture was diluted with EtOAc and washed with water (3×). The organic layer was concentrated in vacuo, and trans-4-[5-methyl-4-(4,4,5,5-tetramethyl-1,3,2-dioxaborolan-2-yl)-1H-py... The reactants are O=C([O-])[O-], CN(C)C=O, CC1CCCN1, CCOC(C)=O, CC#CCOc1cc(Cl)ncn1, [K+], [K+]. Product: CC#CCOc1cc(N2CCCC2C)ncn1. RXN SMILES: [C:18](=[O:19])([O-:20])[O-:21].[CH3:1][N:2]([CH3:3])[CH:4]=[O:5].[CH3:24][CH:25]1[NH:26][CH2:27][CH2:28][CH2:29]1.[CH3:30][CH2:31][O:32][C:33](=[O:34])[CH3:35].[Cl:6][c:7]1[n:8][cH:9][n:10][c:11]([O:13][CH2:14][C:15]#[C:16][CH3:17])[cH:12]1.[K+:22].[K+:23]>>[c:7]1([N:26]2[CH:25]([CH3:24])[CH2:29][CH2:28][CH2:27]2)[n:8][cH:9][n:10][c:11]([O:13][CH2:14][C:15]#[C:16][CH3:17])[cH:12]1. The reactants are O=S1(=O)NCC2(OCCO2)c2ccccc21, COCCOC, OC(CCl)CN1CCOCC1, [H-], [Na+]. Yields the product O=S1(=O)c2ccccc2C2(CN1CC(O)CN1CCOCC1)OCCO2. As a reaction SMILES: [CH2:1]1[CH2:2][O:3][C:4]2([CH2:5][NH:6][S:7](=[O:14])(=[O:15])[c:8]3[c:9]2[cH:10][cH:11][cH:12][cH:13]3)[O:16]1.[CH3:30][O:31][CH2:32][CH2:33][O:34][CH3:35].[Cl:19][CH2:20][CH:21]([CH2:22][N:23]1[CH2:24][CH2:25][O:26][CH2:27][CH2:28]1)[OH:29].[H-:17].[Na+:18]>>[CH2:1]1[CH2:2][O:3][C:4]2([CH2:5][N:6]([CH2:20][CH:21]([CH2:22][N:23]3[CH2:24][CH2:25][O:26][CH2:27][CH2:28]3)[OH:29])[S:7](=[O:14])(=[O:15])[c:8]3[c:9]2[cH:10][cH:11][cH:12][cH:13]3)[O:16]1. As a reaction SMILES: [CH3:1][O:2][CH2:3][CH:4]([CH3:5])[NH:6][c:7]1[c:8]([CH3:15])[cH:9][cH:10][cH:11][c:12]1[CH2:13][CH3:14].[Cl:16][CH2:17][C:18](=[O:19])[Cl:20]>>[CH3:1][O:2][CH2:3][CH:4]([CH3:5])[N:6]([c:7]1[c:8]([CH3:15])[cH:9][cH:10][cH:11][c:12]1[CH2:13][CH3:14])[C:18]([CH2:17][Cl:16])=[O:19]. The reactants are CCc1cccc(C)c1NC(C)COC, O=C(Cl)CCl. Yields the product CCc1cccc(C)c1N(C(=O)CCl)C(C)COC.